This data is from the Open Reaction Database (ORD), a public repository of structured organic reaction records. The task is: describe an organic reaction: reactants, conditions, products, and yield Reactants: I(=O)(=O)(=O)[O-].[Na+] (Sodium periodate), BrC1=CC=C(C=C1)C (4-Bromotoluene), II (iodine), S(O)(O)(=O)=O (sulfuric acid). The solvent is C(C)(=O)O (acetic acid), O (water), C(C)(=O)OC(C)=O (acetic anhydride). Reaction conditions: temperature 10 celsius, time 8 hour. The product is IC1=C(C=CC(=C1)Br)C (2-Iodo-4-bromotoluene). The yield is 197.9%. RXN SMILES: I([O-])(=O)(=O)=O.[Na+].[I:7]I.S(=O)(=O)(O)O.[Br:14][C:15]1[CH:20]=[CH:19][C:18]([CH3:21])=[CH:17][CH:16]=1>C(O)(=O)C.C(OC(=O)C)(=O)C.O>[I:7][C:19]1[CH:20]=[C:15]([Br:14])[CH:16]=[CH:17][C:18]=1[CH3:21] |f:0.1|. Procedure details: Sodium periodate (0.5 molar equivalent, 102.5 g, 0.48 mol) and iodine (0.3 molar equivalent, 81.6 g, 0.32 mol) are suspended in acetic acid (700 ml) and acetic anhydride (340 ml). The batch is then cooled to 10° C., and sulfuric acid (2.9 molar equivalents, 142 ml, 2.66 mol) is slowly added dropwise at this temperature. 4-Bromotoluene 5 (1 molar equivalent, 160.7 g, 0.94 mol) is subsequently slowly added dropwise at room temperature, and the batch is stirred overnight. After addition of cooled w... The reactants are CC1=C(NC2=C1C(N(CCC2)CCN2CCCCC2)=O)C=O (3-methyl-4-oxo-5-(2-piperidin-1-yl-ethyl)-1,4,5,6,7,8-hexahydro-pyrrolo[3,2-c]azepine-2-carbaldehyde), FC=1C=C2CC(NC2=CC1)=O (5-fluoro-1,3-dihydro-indol-2-one), N1CCCCC1 (piperidine). Run in C(C)O (ethanol), C(C)O (ethanol). The product is FC=1C=C2/C(/C(NC2=CC1)=O)=C/C1=C(C=2C(N(CCCC2N1)CCN1CCCCC1)=O)C ((Z)-2-(5-fluoro-2-oxo-1,2-dihydro-indol-3-ylidenemethyl)-3-methyl-5-(2-piperidin-1-yl-ethyl)-5,6,7,8-tetrahydro-1H-pyrrolo[3,2-c]azepin-4-one). The yield is 58034.5%. Reaction SMILES: [CH3:1][C:2]1[C:6]2[C:7](=[O:20])[N:8]([CH2:12][CH2:13][N:14]3[CH2:19][CH2:18][CH2:17][CH2:16][CH2:15]3)[CH2:9][CH2:10][CH2:11][C:5]=2[NH:4][C:3]=1[CH:21]=O.[F:23][C:24]1[CH:25]=[C:26]2[C:30](=[CH:31][CH:32]=1)[NH:29][C:28](=[O:33])[CH2:27]2.N1CCCCC1>C(O)C>[F:23][C:24]1[CH:25]=[C:26]2[C:30](=[CH:31][CH:32]=1)[NH:29][C:28](=[O:33])/[C:27]/2=[CH:21]\[C:3]1[NH:4][C:5]2[CH2:11][CH2:10][CH2:9][N:8]([CH2:12][CH2:13][N:14]3[CH2:19][CH2:18][CH2:17][CH2:16][CH2:15]3)[C:7](=[O:20])[C:6]=2[C:2]=1[CH3:1]. Reported procedure: 3-Methyl-4-oxo-5-(2-piperidin-1-yl-ethyl)-1,4,5,6,7,8-hexahydro-pyrrolo[3,2-c]azepine-2-carbaldehyde 32d (50 mg, 0.165 mmol) and 5-fluoro-1,3-dihydro-indol-2-one (22.4 mg, 0.15 mmol) were dissolved in 0.3 ml of ethanol under stirring, and added with piperidine (0.05 ml, 0.5 mmol) to the solution at room temperature. Upon completion of the addition, the mixture was stirred at 40˜50° C. in an oil bath for 5 hours. After thin lay chromatography showed the disappearance of starting materials, the re... Reactants: Cl.C(C1=CC=CC=C1)N1C=C2C=3C(=CC=CC13)C(NCC2CN)=O (1-benzyl-3-aminomethyl-3,4,5,6-tetrahydro-6-oxo-1H-azepino[5,4,3-cd]indole hydrochloride), C(C1=CC=CC=C1)=O (benzaldehyde), Schiff's base. Yields the product C(C1=CC=CC=C1)N1C=C2C=3C(=CC=CC13)C(NCC2CNCC2=CC=CC=C2)=O (1-benzyl-3-benzylaminomethyl-3,4,5,6-tetrahydro-6-oxo-1H-azepino[5,4,3-cd]indole). RXN SMILES: Cl.[CH2:2]([N:9]1[C:17]2[CH:16]=[CH:15][CH:14]=[C:13]3[C:18](=[O:24])[NH:19][CH2:20][CH:21]([CH2:22][NH2:23])[C:11]([C:12]=23)=[CH:10]1)[C:3]1[CH:8]=[CH:7][CH:6]=[CH:5][CH:4]=1.[CH:25](=O)[C:26]1[CH:31]=[CH:30][CH:29]=[CH:28][CH:27]=1>>[CH2:2]([N:9]1[C:17]2[CH:16]=[CH:15][CH:14]=[C:13]3[C:18](=[O:24])[NH:19][CH2:20][CH:21]([CH2:22][NH:23][CH2:25][C:26]4[CH:31]=[CH:30][CH:29]=[CH:28][CH:27]=4)[C:11]([C:12]=23)=[CH:10]1)[C:3]1[CH:8]=[CH:7][CH:6]=[CH:5][CH:4]=1 |f:0.1|. Reported procedure: 4 g of oily i-benzyl-3-aminomethyl-3,4,5,6-tetrahydro-6-oxo-1H-azepino(5,4,3-cd]indole (see Example 10 for preparation) were reacted with benzaldehyde by the method described in Example 2, and the resulting Schiff's base was reduced by the method described in Example 2. The reaction mixture was worked up as described in Example 2. 4.3 g of 1-benzyl-3-benzylaminomethyl-3,4,5,6-tetrahydro-6-oxo-1H-azepino[5,4,3-cd]indole were obtained.